From a dataset of the Open Reaction Database (ORD), a public repository of structured organic reaction records. describe an organic reaction: reactants, conditions, products, and yield Starting materials: CN(C)CC=1N=C2N(C=C(C=C2)C2=NC(=C(C(=O)OC)C=C2CC)OC)C1 (Methyl 6-(2-((dimethylamino)methyl)imidazo[1,2-a]pyridin-6-yl)-5-ethyl-2-methoxynicotinate), Cl (HCl). As a reaction SMILES: [CH3:1][N:2]([CH2:4][C:5]1[N:6]=[C:7]2[CH:12]=[CH:11][C:10]([C:13]3[C:22]([CH2:23][CH3:24])=[CH:21][C:16]([C:17]([O:19]C)=[O:18])=[C:15]([O:25]C)[N:14]=3)=[CH:9][N:8]2[CH:27]=1)[CH3:3].Cl>>[CH3:3][N:2]([CH2:4][C:5]1[N:6]=[C:7]2[CH:12]=[CH:11][C:10]([C:13]3[NH:14][C:15](=[O:25])[C:16]([C:17]([OH:19])=[O:18])=[CH:21][C:22]=3[CH2:23][CH3:24])=[CH:9][N:8]2[CH:27]=1)[CH3:1]. Yield: 123.3%. Yields the product CN(C)CC=1N=C2N(C=C(C=C2)C2=C(C=C(C(N2)=O)C(=O)O)CC)C1 (6-(2-((dimethylamino)methyl)imidazo[1,2-a]pyridin-6-yl)-5-ethyl-2-oxo-1,2-dihydropyridine-3-carboxylic acid). Procedure: Methyl 6-(2-((dimethylamino)methyl)imidazo[1,2-a]pyridin-6-yl)-5-ethyl-2-methoxynicotinate (100.6 mg, 0.27 mmol) was heated with 6 M HCl (1.50 mL) at 80° C. for 3 h. HCl was removed under reduced pressure affording 6-(2-((dimethylamino)methyl)imidazo[1,2-a]pyridin-6-yl)-5-ethyl-2-oxo-1,2-dihydropyridine-3-carboxylic acid (113.3 mg) as dihydrochloride salt in 99% overall yield. Starting materials: COC=1C=C(C=CC1OC)C(C#N)C=O (2-(3,4-dimethoxy-phenyl)-3-oxo-propionitrile), NC(=O)OCC (urethane), S(O)(O)(=O)=O (sulfuric acid). Run in C1(=CC=CC=C1)C (toluene). Product: C(C)OC(NC=C(C1=CC(=C(C=C1)OC)OC)C#N)=O ([2-cyano-2-(3,4-dimethoxy-phenyl)-vinyl]-carbamic acid ethyl ester). RXN SMILES: [CH3:1][O:2][C:3]1[CH:4]=[C:5]([CH:11]([CH:14]=O)[C:12]#[N:13])[CH:6]=[CH:7][C:8]=1[O:9][CH3:10].[NH2:16][C:17]([O:19][CH2:20][CH3:21])=[O:18].S(=O)(=O)(O)O>C1(C)C=CC=CC=1>[CH2:20]([O:19][C:17](=[O:18])[NH:16][CH:14]=[C:11]([C:12]#[N:13])[C:5]1[CH:6]=[CH:7][C:8]([O:9][CH3:10])=[C:3]([O:2][CH3:1])[CH:4]=1)[CH3:21]. Reported procedure: To the mixture of 2-(3,4-dimethoxy-phenyl)-3-oxo-propionitrile (20.5 g, 0.1 mol), urethane (8.9 g, 0.1 mol) in toluene (400 mL) was added concentrated sulfuric acid (0.5 mL, 10 mmol). The mixture was refluxed and was concentrated by slow distillation to a volume to about 50 mL. The cooled mixture was filtered and the precipitate was washed with benzene and dried. Flash chromatography (Merck Silica gel 60, 70–230 mesh, 20% methylenechloride) afforded [2-cyano-2-(3,4-dimethoxy-phenyl)-vinyl]-carba... Reactants: CC(C)(C)N=C=O, CN1CCOCC1, CCOC(C)=O, O=c1oc(-c2ccccc2)cc(O)c1NCc1ccccc1. The product is CC(C)(C)NC(=O)N(Cc1ccccc1)c1c(O)cc(-c2ccccc2)oc1=O. As a reaction SMILES: [C:30]([CH3:31])([CH3:32])([CH3:33])[N:34]=[C:35]=[O:36].[CH3:23][N:24]1[CH2:25][CH2:26][O:27][CH2:28][CH2:29]1.[CH3:37][CH2:38][O:39][C:40](=[O:41])[CH3:42].[OH:1][c:2]1[c:3]([NH:15][CH2:16][c:17]2[cH:18][cH:19][cH:20][cH:21][cH:22]2)[c:4](=[O:14])[o:5][c:6](-[c:8]2[cH:9][cH:10][cH:11][cH:12][cH:13]2)[cH:7]1>>[OH:1][c:2]1[c:3]([N:15]([CH2:16][c:17]2[cH:18][cH:19][cH:20][cH:21][cH:22]2)[C:35]([NH:34][C:30]([CH3:31])([CH3:32])[CH3:33])=[O:36])[c:4](=[O:14])[o:5][c:6](-[c:8]2[cH:9][cH:10][cH:11][cH:12][cH:13]2)[cH:7]1.